Dataset: the Open Reaction Database (ORD), a public repository of structured organic reaction records. Task: describe an organic reaction: reactants, conditions, products, and yield Reactants: Cl (HCl), C(=O)C1=CC=C(S1)C=1SC=CC1 (5-formyl-2,2'-bithiophene), C(#N)C(C(=O)[O-])CC (cyano-ethyl-acetate), N1CCCCC1 (piperidine). The solvent is N1=CC=CC=C1 (pyridine). The product is C(C)OC(=O)C(=CC1=CC=C(S1)C=1SC=CC1)C#N (5-(2-ethoxycarbonyl-2-cyanoethenyl)-2,2'-bithiophene). Yield: 86.0%. RXN SMILES: [CH:1]([C:3]1[S:7][C:6]([C:8]2[S:9][CH:10]=[CH:11][CH:12]=2)=[CH:5][CH:4]=1)=O.[C:13]([CH:15](CC)[C:16]([O-:18])=[O:17])#[N:14].N1CCC[CH2:23][CH2:22]1.Cl>N1C=CC=CC=1>[CH2:22]([O:18][C:16]([C:15]([C:13]#[N:14])=[CH:1][C:3]1[S:7][C:6]([C:8]2[S:9][CH:10]=[CH:11][CH:12]=2)=[CH:5][CH:4]=1)=[O:17])[CH3:23]. Procedure details: 3.9 g of 5-formyl-2,2'-bithiophene, 2.4 ml of cyano-ethyl-acetate, 15 ml of pyridine and 2.4 ml of piperidine were heated at 80°-85° C. for 2 hours. After cooling, the mixture was acidified by diluted HCl and then filtered. The orange crude product was recrystallized from ethanol to give a crystal product (5.02 g). The melting point of the product was 131° C. The yield was 86%. Reactants: crude product, NC1=C(C=NN1C)NC(=O)[C@H](CCCNC(OC(C)(C)C)=O)NC(OCC1=CC=CC=C1)=O (1-benzyl 4-tert-butyl {(1S)-1-[(5-amino-1-methyl-1H-pyrazol-4-yl)carbamoyl]tetramethylene}biscarbamate). The reagents and catalysts are [Pd] (palladium on carbon). Run in CO (methanol). Yields the product N[C@@H](CCCNC(OC(C)(C)C)=O)C(=O)NC=1C=NN(C1N)C (tert-butyl (4S)-4-amino-5-[(5-amino-1-methyl-1H-pyrazol-4-yl)amino]-5-oxopentylcarbamate). RXN SMILES: [NH2:1][C:2]1[N:6]([CH3:7])[N:5]=[CH:4][C:3]=1[NH:8][C:9]([C@@H:11]([NH:23]C(=O)OCC1C=CC=CC=1)[CH2:12][CH2:13][CH2:14][NH:15][C:16](=[O:22])[O:17][C:18]([CH3:21])([CH3:20])[CH3:19])=[O:10]>CO.[Pd]>[NH2:23][C@H:11]([C:9]([NH:8][C:3]1[CH:4]=[N:5][N:6]([CH3:7])[C:2]=1[NH2:1])=[O:10])[CH2:12][CH2:13][CH2:14][NH:15][C:16](=[O:22])[O:17][C:18]([CH3:20])([CH3:21])[CH3:19]. Procedure: A solution of the crude product of 1-benzyl 4-tert-butyl {(1S)-1-[(5-amino-1-methyl-1H-pyrazol-4-yl)carbamoyl]tetramethylene}biscarbamate in methanol (200 ml) was treated with 10% palladium on carbon (1.0 g) under a hydrogen atmosphere at room temperature for 6 days. After the catalyst was filtered off, the filtrate was concentrated in vacuo. The residue was triturated with ether and dried in vacuo to give tert-butyl (4S)-4-amino-5-[(5-amino-1-methyl-1H-pyrazol-4-yl)amino]-5-oxopentylcarbamate (... Reactants: CNN, CCO, CSc1nnc(-c2ccccc2)c(C)n1. The product is Cc1nc(N(C)N)nnc1-c1ccccc1. RXN SMILES: [CH3:16][NH:17][NH2:18].[CH3:19][CH2:20][OH:21].[CH3:1][c:2]1[n:3][c:4]([S:14][CH3:15])[n:5][n:6][c:7]1-[c:8]1[cH:9][cH:10][cH:11][cH:12][cH:13]1>>[CH3:1][c:2]1[n:3][c:4]([N:17]([CH3:16])[NH2:18])[n:5][n:6][c:7]1-[c:8]1[cH:9][cH:10][cH:11][cH:12][cH:13]1. Starting materials: C[C@@H]1NC(OC1(C)C)=O ((S)-4,5,5-Trimethyloxazolidin-2-one), C(CCC)[Li] (butyllithium), C(CC)(=O)Cl (propionyl chloride). Solvent: O1CCCC1 (tetrahydrofuran). Run at time 1 hour. The product is O=C(CC)N1C(OC([C@@H]1C)(C)C)=O ((S)-3-(1'-Oxopropyl)-4,5,5-trimethyloxazolidin-2-one). Yield: 94.2%. Reaction SMILES: [CH3:1][C@H:2]1[C:6]([CH3:8])([CH3:7])[O:5][C:4](=[O:9])[NH:3]1.C([Li])CCC.[C:15](Cl)(=[O:18])[CH2:16][CH3:17]>O1CCCC1>[O:18]=[C:15]([N:3]1[C@@H:2]([CH3:1])[C:6]([CH3:8])([CH3:7])[O:5][C:4]1=[O:9])[CH2:16][CH3:17]. Reported procedure: Reaction of the auxiliary (5) (0.577 g, 4.47 mmol) in solution in tetrahydrofuran (20 ml) at -78° C. with butyllithium (1.6M, 2.82 ml, 4.52 mmol) and propionyl chloride (0.427 ml, 4.92 mmol) for 30 minutes and then at room temperature for 1 hour, with work-up and recrystallisation from 40-60 petroleum ether furnished the title compound (17) as a solid (0.780 g, 94%); mp 86° C.; v. (CHCl3) 1703 and 1781 cm-1 ; [α]D 25 (c 0.9 in CHCl3)=+58.1; (Found: C, 58.08; H, 7.85; N, 7.53. C9H15NO3 requires C... Starting materials: N1=C(C=CC2=CC=CC=C12)COCCO (2-(Quinolin-2-ylmethoxy)-ethanol), BrCC1=C(OCC#N)C(=CC=C1)C ((2-bromomethyl-6-methyl-phenoxy)-acetonitrile). Product: CC1=C(OCC#N)C(=CC=C1)COCCOCC1=NC2=CC=CC=C2C=C1 ({2-Methyl-6-[2-(quinolin-2-ylmethoxy)-ethoxymethyl]-phenoxy}-acetonitrile). RXN SMILES: [N:1]1[C:10]2[C:5](=[CH:6][CH:7]=[CH:8][CH:9]=2)[CH:4]=[CH:3][C:2]=1[CH2:11][O:12][CH2:13][CH2:14][OH:15].Br[CH2:17][C:18]1[CH:27]=[CH:26][CH:25]=[C:24]([CH3:28])[C:19]=1[O:20][CH2:21][C:22]#[N:23]>>[CH3:17][C:18]1[CH:27]=[CH:26][CH:25]=[C:24]([CH2:28][O:15][CH2:14][CH2:13][O:12][CH2:11][C:2]2[CH:3]=[CH:4][C:5]3[C:10](=[CH:9][CH:8]=[CH:7][CH:6]=3)[N:1]=2)[C:19]=1[O:20][CH2:21][C:22]#[N:23]. Reported procedure: MS (ESI) 363 (M+H)+. Prepared from 2-(quinolin-2-ylmethoxy)-ethanol (EXAMPLE 34d) and (2-bromomethyl-6-methyl-phenoxy)-acetonitrile. The reactants are Cc1cc(C#N)cnc1C(=O)OC(C)(C)C, Cc1ccccc1, O=C(O)C(F)(F)F, O. The product is Cc1cc(C#N)cnc1C(=O)O. RXN SMILES: [C:1]([CH3:2])([CH3:3])([CH3:4])[O:5][C:6](=[O:7])[c:8]1[n:9][cH:10][c:11]([C:15]#[N:16])[cH:12][c:13]1[CH3:14].[CH3:25][c:26]1[cH:27][cH:28][cH:29][cH:30][cH:31]1.[F:18][C:19]([F:20])([F:21])[C:22]([OH:23])=[O:24].[OH2:17]>>[O:5]=[C:6]([OH:7])[c:8]1[n:9][cH:10][c:11]([C:15]#[N:16])[cH:12][c:13]1[CH3:14]. The reactants are N#N (N2), [C@@H]([C@H](C(=O)[O-])O)(C(=O)[O-])O.[Na+].[K+] (Rochelle's salt), C(C(C)(C)C)(=O)OC1(CC1)C=1N=C(OC1)CN1N=CC(=N1)NC(=O)C=1N=C(OC1C=1C=C(C=CC1)C)C (1-(2-((4-(2-methyl-5-(m-tolyl)oxazole-4-carboxamido)-2H-1,2,3-triazol-2-yl)methyl)oxazol-4-yl)cyclopropyl pivalate), CC(C)C[AlH]CC(C)C (DiBAL-H), solution. Solvent: C1CCOC1 (THF), C1CCOC1 (THF). Reaction conditions: temperature 0 celsius, time 3.5 hour. The product is OC1(CC1)C=1N=C(OC1)CN1N=CC(=N1)NC(=O)C=1N=C(OC1C=1C=C(C=CC1)C)C (2-Methyl-5-m-tolyl-oxazole-4-carboxylic acid {2-[4-(1-hydroxy-cyclopropyl)-oxazol-2-ylmethyl]-2H-[1,2,3]triazol-4-yl}-amide). As a reaction SMILES: N#N.C([O:9][C:10]1([C:13]2[N:14]=[C:15]([CH2:18][N:19]3[N:23]=[C:22]([NH:24][C:25]([C:27]4[N:28]=[C:29]([CH3:39])[O:30][C:31]=4[C:32]4[CH:33]=[C:34]([CH3:38])[CH:35]=[CH:36][CH:37]=4)=[O:26])[CH:21]=[N:20]3)[O:16][CH:17]=2)[CH2:12][CH2:11]1)(=O)C(C)(C)C.CC(C[AlH]CC(C)C)C.[C@H](O)(C([O-])=O)[C@@H](O)C([O-])=O.[Na+].[K+]>C1COCC1>[OH:9][C:10]1([C:13]2[N:14]=[C:15]([CH2:18][N:19]3[N:23]=[C:22]([NH:24][C:25]([C:27]4[N:28]=[C:29]([CH3:39])[O:30][C:31]=4[C:32]4[CH:33]=[C:34]([CH3:38])[CH:35]=[CH:36][CH:37]=4)=[O:26])[CH:21]=[N:20]3)[O:16][CH:17]=2)[CH2:11][CH2:12]1 |f:3.4.5|. Reported procedure: In a flame dried round-bottomed flask equipped with a magnetic stir bar and under inert atmosphere (N2), a solution of 1-(2-((4-(2-methyl-5-(m-tolyl)oxazole-4-carboxamido)-2H-1,2,3-triazol-2-yl)methyl)oxazol-4-yl)cyclopropyl pivalate (70 mg, 0.14 mmol) in THF (1.4 mL) was treated at 0° C. with DiBAL-H (0.7 mL of a 1M solution in THF, 0.70 mmol) and the resulting solution was stirred for 3.5 h at 0° C. The reaction mixture was poured onto a Rochelle's salt aq. solution (14 mL) and the mixture was...